describe an organic reaction: reactants, conditions, products, and yield From a dataset of the Open Reaction Database (ORD), a public repository of structured organic reaction records. The reactants are ClCCl, COc1cc(CO)ccc1Sc1ccccc1, O=S(Cl)Cl. Product: COc1cc(CCl)ccc1Sc1ccccc1. Reaction SMILES: [CH2:22]([Cl:23])[Cl:24].[OH:1][CH2:2][c:3]1[cH:4][c:5]([O:16][CH3:17])[c:6]([S:9][c:10]2[cH:11][cH:12][cH:13][cH:14][cH:15]2)[cH:7][cH:8]1.[S:18]([Cl:19])([Cl:20])=[O:21]>>[CH2:2]([c:3]1[cH:4][c:5]([O:16][CH3:17])[c:6]([S:9][c:10]2[cH:11][cH:12][cH:13][cH:14][cH:15]2)[cH:7][cH:8]1)[Cl:20].